This data is from the Open Reaction Database (ORD), a public repository of structured organic reaction records. The task is: describe an organic reaction: reactants, conditions, products, and yield Product: C(#N)C=1N=CC(=NC1NC1=CC=C(C=C1)C1CCN(CC1)C1CC1)N1[C@@H]([C@@H](CCC1)NC(N(C)C)=O)C (3-((2R,3R)-1-(5-cyano-6-(4-(1-cyclopropylpiperidin-4-yl)phenylamino)pyrazin-2-yl)-2-methylpiperidin-3-yl)-1,1-dimethylurea). Solvent: O1CCOCC1 (dioxane). The reactants are ClC1=C(N=CC(=N1)N1[C@@H]([C@@H](CCC1)NC(N(C)C)=O)C)C#N (3-((2R,3R)-1-(6-chloro-5-cyanopyrazin-2-yl)-2-methylpiperidin-3-yl)-1,1-dimethylurea), C1(CC1)N1CCC(CC1)C1=CC=C(N)C=C1 (4-(1-cyclopropylpiperidin-4-yl)aniline), C([O-])([O-])=O.[Cs+].[Cs+] (cesium carbonate), C=1C=CC(=CC1)P(C=2C=CC=CC2)C3=CC=C4C=CC=CC4=C3C5=C6C=CC=CC6=CC=C5P(C=7C=CC=CC7)C=8C=CC=CC8 (BINAP). Reaction conditions: temperature 115 celsius, time 3 hour. The reagents and catalysts are CC(=O)[O-].CC(=O)[O-].[Pd+2] (Pd(OAc)2). RXN SMILES: Cl[C:2]1[N:7]=[C:6]([N:8]2[CH2:13][CH2:12][CH2:11][C@@H:10]([NH:14][C:15](=[O:19])[N:16]([CH3:18])[CH3:17])[C@H:9]2[CH3:20])[CH:5]=[N:4][C:3]=1[C:21]#[N:22].[CH:23]1([N:26]2[CH2:31][CH2:30][CH:29]([C:32]3[CH:38]=[CH:37][C:35]([NH2:36])=[CH:34][CH:33]=3)[CH2:28][CH2:27]2)[CH2:25][CH2:24]1.C(=O)([O-])[O-].[Cs+].[Cs+].C1C=CC(P(C2C(C3C(P(C4C=CC=CC=4)C4C=CC=CC=4)=CC=C4C=3C=CC=C4)=C3C(C=CC=C3)=CC=2)C2C=CC=CC=2)=CC=1>O1CCOCC1.CC([O-])=O.CC([O-])=O.[Pd+2]>[C:21]([C:3]1[N:4]=[CH:5][C:6]([N:8]2[CH2:13][CH2:12][CH2:11][C@@H:10]([NH:14][C:15](=[O:19])[N:16]([CH3:18])[CH3:17])[C@H:9]2[CH3:20])=[N:7][C:2]=1[NH:36][C:35]1[CH:37]=[CH:38][C:32]([CH:29]2[CH2:30][CH2:31][N:26]([CH:23]3[CH2:25][CH2:24]3)[CH2:27][CH2:28]2)=[CH:33][CH:34]=1)#[N:22] |f:2.3.4,7.8.9|. Procedure: The mixture of 3-((2R,3R)-1-(6-chloro-5-cyanopyrazin-2-yl)-2-methylpiperidin-3-yl)-1,1-dimethylurea (326) (80 mg, 0.25 mmol), 4-(1-cyclopropylpiperidin-4-yl)aniline (322, HCl salt, 76 mg, 0.30 mmol), fine-powder cesium carbonate (326 mg, 1.00 mmol), Pd(OAc)2 (18 mg, 0.08 mmol), BINAP (50 mg, 0.08 mmol) in 15 mL dioxane was degassed with nitrogen stream for 3 min. It was then stirred in 115° C. bath in nitrogen atmosphere for 3 hours. The mixture was cooled to RT, diluted with 100 mL EtOAc, and f... RXN SMILES: [C:1]([N:8]1[CH2:13][CH2:12][C:11](=[CH2:14])[CH2:10][CH2:9]1)([O:3][C:4]([CH3:7])([CH3:6])[CH3:5])=[O:2].[BH:15]1C2CCCC1CCC2.Br[C:25]1[CH:26]=[C:27]2[C:31](=[CH:32][CH:33]=1)[NH:30][N:29]=[C:28]2[C:34]1[N:35]=[N:36][N:37]([C:39]2[CH:44]=[CH:43][C:42]([C:45]([N:47]3[CH2:52][CH2:51][O:50][CH2:49][CH2:48]3)=[O:46])=[CH:41][CH:40]=2)[CH:38]=1.C(=O)([O-])[O-].[K+].[K+]>C1COCC1.CN(C=O)C.O>[BH3:15].[N:47]1([C:45]([C:42]2[CH:41]=[CH:40][C:39]([N:37]3[CH:38]=[C:34]([C:28]4[C:27]5[C:31](=[CH:32][CH:33]=[C:25]([CH2:14][CH:11]6[CH2:10][CH2:9][N:8]([C:1]([O:3][C:4]([CH3:7])([CH3:6])[CH3:5])=[O:2])[CH2:13][CH2:12]6)[CH:26]=5)[NH:30][N:29]=4)[N:35]=[N:36]3)=[CH:44][CH:43]=2)=[O:46])[CH2:48][CH2:49][O:50][CH2:51][CH2:52]1 |f:3.4.5|. Run in C1CCOC1 (THF), O (water), CN(C)C=O (DMF), O (water), C1CCOC1 (THF). Starting materials: solution, BrC=1C=C2C(=NNC2=CC1)C=1N=NN(C1)C1=CC=C(C=C1)C(=O)N1CCOCC1 (5-bromo-3-{1-[4-(morpholin-4-ylcarbonyl)phenyl]-1H-1,2,3-triazol-4-yl}-1H-indazole), PdCl2dppf, C([O-])([O-])=O.[K+].[K+] (potassium carbonate), C(=O)(OC(C)(C)C)N1CCC(CC1)=C (1-N-Boc-4-methylene-piperidine), C(=O)(OC(C)(C)C)N1CCC(CC1)=C (1-N-Boc-4-methylene-piperidine), B1C2CCCC1CCC2 (9-BBN). Yield: 87.0%. The product is B (borane), N1(CCOCC1)C(=O)C1=CC=C(C=C1)N1N=NC(=C1)C1=NNC2=CC=C(C=C12)CC1CCN(CC1)C(=O)OC(C)(C)C (tert-butyl 4-[(3-{1-[4-(morpholin-4-ylcarbonyl)phenyl]-1H-1,2,3-triazol-4-yl}-1H-indazol-5-yl)methyl]piperidine-1-carboxylate). Reported procedure: A degassed solution of 1-N-Boc-4-methylene-piperidine (48 mg; 0.24 mmol; 1.1 eq.) and 9-BBN (0.5 M 0.44 mL of a 0.5 M solution in THF; 0.22 mmol; 1.0 eq.) in THF (0.5 mL) was heated at 800 for 1 h in a sealed tube. This solution was allowed to cool to RT and cannulated to a degassed mixture of 5-bromo-3-{1-[4-(morpholin-4-ylcarbonyl)phenyl]-1H-1,2,3-triazol-4-yl}-1H-indazole (100 mg; 0.22 mmol; 1.0 eq.), PdCl2dppf (1 mg; 0.001 mmol; 0.01 eq.) and potassium carbonate (76 mg; 0.55 mmol; 2.5 eq.) i...